From a dataset of the Open Reaction Database (ORD), a public repository of structured organic reaction records. describe an organic reaction: reactants, conditions, products, and yield Reactants: COc1cc2c(Cl)ccnc2cc1OCc1ccccc1, CS(C)=O, [H-], Cc1cc(O)c(C)cc1N, [Na+], O. The product is COc1cc2c(Oc3cc(C)c(N)cc3C)ccnc2cc1OCc1ccccc1. RXN SMILES: [CH2:17]([c:18]1[cH:19][cH:20][cH:21][cH:22][cH:23]1)[O:24][c:25]1[c:26]([O:36][CH3:37])[cH:27][c:28]2[c:29]([Cl:35])[cH:30][cH:31][n:32][c:33]2[cH:34]1.[CH3:3][S:4](=[O:5])[CH3:6].[H-:1].[NH2:7][c:8]1[cH:9][c:10]([CH3:16])[c:11]([OH:15])[cH:12][c:13]1[CH3:14].[Na+:2].[OH2:38]>>[NH2:7][c:8]1[cH:9][c:10]([CH3:16])[c:11]([O:15][c:29]2[c:28]3[cH:27][c:26]([O:36][CH3:37])[c:25]([O:24][CH2:17][c:18]4[cH:19][cH:20][cH:21][cH:22][cH:23]4)[cH:34][c:33]3[n:32][cH:31][cH:30]2)[cH:12][c:13]1[CH3:14]. Starting materials: product, C(C1=CC=CC=C1)OC(=O)N1CCC(CC1)C(=O)Cl (1-benzyloxycarbonylpiperidine-4-carboxylic acid chloride), COC1=C(CN)C=CC(=C1)OC (2,4-dimethoxybenzylamine). The reagents and catalysts are [Pd] (palladium on charcoal). The solvent is C(C)O (ethanol). Product: 1-Benzyloxycarbonyl-4-[N-2,4-dimethoxybenzylcarbamoyl]piperidine, COC1=C(CNC(=O)C2CCNCC2)C=CC(=C1)OC (4-[N-(2,4-dimethoxybenzyl)carbamoyl]piperidine). Reaction SMILES: C(OC([N:11]1[CH2:16][CH2:15][CH:14]([C:17](Cl)=[O:18])[CH2:13][CH2:12]1)=O)C1C=CC=CC=1.[CH3:20][O:21][C:22]1[CH:29]=[C:28]([O:30][CH3:31])[CH:27]=[CH:26][C:23]=1[CH2:24][NH2:25]>C(O)C.[Pd]>[CH3:20][O:21][C:22]1[CH:29]=[C:28]([O:30][CH3:31])[CH:27]=[CH:26][C:23]=1[CH2:24][NH:25][C:17]([CH:14]1[CH2:13][CH2:12][NH:11][CH2:16][CH2:15]1)=[O:18]. Procedure: 1-Benzyloxycarbonyl-4-[N-2,4-dimethoxybenzylcarbamoyl]piperidine was prepared similarly to Preparation C starting from 1-benzyloxycarbonylpiperidine-4-carboxylic acid chloride and 2,4-dimethoxybenzylamine. The product was identified by n.m.r. spectroscopy. This product (7.6 g) in ethanol (150 ml) was hydrogenated over 5% palladium on charcoal at 50°/50 p.s.i. The catalyst was removed by filtration and the filtrate evaporated in vacuo to give 4-[N-(2,4-dimethoxybenzyl)carbamoyl]piperidine (5.0 g)...